This data is from the Open Reaction Database (ORD), a public repository of structured organic reaction records. The task is: describe an organic reaction: reactants, conditions, products, and yield Starting materials: C(#N)CC1C(C(CC1)=O)CCCCC (3-cyanomethyl-2-n-pentyl-1-cyclopentanone), C1(=CC=C(C=C1)S(=O)(=O)O)C (paratoluenesulphonic acid), CC(=O)CC (methylethyl ketone). Reaction conditions: time 5 hour. Yields the product C(#N)CC1C(C2(CC1)OCCO2)CCCCC (3-cyanomethyl-1,1-ethylenedioxy-2-n-pentyl-cyclopentane). Isolated yield 73.4%. RXN SMILES: [C:1]([CH2:3][CH:4]1[CH2:8][CH2:7][C:6](=[O:9])[CH:5]1[CH2:10][CH2:11][CH2:12][CH2:13][CH3:14])#[N:2].C1(C)C=CC(S(O)(=O)=O)=CC=1.[CH3:26][C:27](CC)=[O:28]>>[C:1]([CH2:3][CH:4]1[CH2:8][CH2:7][C:6]2([O:28][CH2:27][CH2:26][O:9]2)[CH:5]1[CH2:10][CH2:11][CH2:12][CH2:13][CH3:14])#[N:2]. Procedure: Into a 2 liter flask fitted with a 1 meter adiabatic column provided with a metallic lining, are placed: 400 g of 3-cyanomethyl-2-n-pentyl-1-cyclopentanone, 522 g of the glycoketal of methylethyl ketone and 4.5 g of paratoluenesulphonic acid. The mass is progressively heated in order to slowly distil the methyl ethyl ketone from the head of the column (temperature of the mass 128°-132°C; temperature of the vapour 80°C). The operation lasts about 5 hours. Then the excess glycoketal of methylethyl... Starting materials: C(#C)C=1C=C(OC2=CC(=C(C=C2)[N+](=O)[O-])[N+](=O)[O-])C=CC1 (4-(3-ethynylphenoxy)-o-dinitrobenzene). Reagents/catalysts: [Zn] (zinc). The solvent is [OH-].[NH4+] (ammonium hydroxide), [OH-].[NH4+] (ammonium hydroxide), O1CCCC1 (tetrahydrofuran). Reaction conditions: time 0.5 hour. Yields the product C(#C)C=1C=C(OC2=CC(=C(C=C2)N)N)C=CC1 (4-(3-Ethynylphenoxy)-o-phenylenediamine). As a reaction SMILES: [C:1]([C:3]1[CH:4]=[C:5]([CH:19]=[CH:20][CH:21]=1)[O:6][C:7]1[CH:12]=[CH:11][C:10]([N+:13]([O-])=O)=[C:9]([N+:16]([O-])=O)[CH:8]=1)#[CH:2]>[OH-].[NH4+].O1CCCC1.[Zn]>[C:1]([C:3]1[CH:4]=[C:5]([CH:19]=[CH:20][CH:21]=1)[O:6][C:7]1[CH:12]=[CH:11][C:10]([NH2:13])=[C:9]([NH2:16])[CH:8]=1)#[CH:2] |f:1.2|. Procedure: To a rapidly stirred suspension of 25 g (0.38 g atom) of powdered zinc in 25 ml of concentrated ammonium hydroxide was added a solution containing 5.0 g (17.6 mmoles) of 4-(3-ethynylphenoxy)-o-dinitrobenzene dissolved in 25 ml of tetrahydrofuran. The mixture was stirred at room temperature for 1/2 hour, at which time an additional 5 ml of ammonium hydroxide was added, and the solution stirred an additional half hour. At that time, the reaction mixture was filtered by suction, and the residue was... Starting materials: acid chloride, amine, C(C(=O)Cl)(=O)Cl (oxalyl chloride), C(CCC\C=C/C\C=C/C\C=C/C\C=C/CCCCC)(=O)O (arachidonic acid), amine, ClC1=CC=C(C=O)C=C1 (4-chlorobenzaldehyde), ClC1=C(N)C=CC(=C1)Cl (2,4-dichloroaniline), C(C)(=O)O[BH-](OC(C)=O)OC(C)=O.[Na+] (sodium triacetoxyborohydride), C(C)(=O)O (acetic acid), acid chloride. The reagents and catalysts are CN(C)C=O (DMF). Solvent: C(Cl)Cl (CH2Cl2), C(Cl)Cl (CH2Cl2), C(Cl)Cl (CH2Cl2), ClCCCl (1,2-dichloroethane). The product is ClC1=CC=C(CN(C(CCCC=CCC=CCC=CCC=CCCCCC)=O)C2=C(C=C(C=C2)Cl)Cl)C=C1 (Eicosa-5,8,11,14-tetraenoic acid (4-chloro-benzyl)-(2,4-dichloro-phenyl)amide). Yield: 90.7%. As a reaction SMILES: [Cl:1][C:2]1[CH:9]=[CH:8][C:5]([CH:6]=O)=[CH:4][CH:3]=1.[Cl:10][C:11]1[CH:17]=[C:16]([Cl:18])[CH:15]=[CH:14][C:12]=1[NH2:13].C(O[BH-](OC(=O)C)OC(=O)C)(=O)C.[Na+].C(O)(=O)C.[C:37](O)(=[O:57])[CH2:38][CH2:39][CH2:40]/[CH:41]=[CH:42]\[CH2:43]/[CH:44]=[CH:45]\[CH2:46]/[CH:47]=[CH:48]\[CH2:49]/[CH:50]=[CH:51]\[CH2:52][CH2:53][CH2:54][CH2:55][CH3:56].C(Cl)(=O)C(Cl)=O>C(Cl)Cl.CN(C=O)C.ClCCCl>[Cl:1][C:2]1[CH:9]=[CH:8][C:5]([CH2:6][N:13]([C:12]2[CH:14]=[CH:15][C:16]([Cl:18])=[CH:17][C:11]=2[Cl:10])[C:37](=[O:57])[CH2:38][CH2:39][CH2:40][CH:41]=[CH:42][CH2:43][CH:44]=[CH:45][CH2:46][CH:47]=[CH:48][CH2:49][CH:50]=[CH:51][CH2:52][CH2:53][CH2:54][CH2:55][CH3:56])=[CH:4][CH:3]=1 |f:2.3|. Procedure: Used the same procedure as above to synthesize 1.15 g (56%) of the desired amine from 4-chlorobenzaldehyde (1.0 g, 7.11 mmol), 2,4-dichloroaniline (1.27 g, 7.83 mmol), sodium triacetoxyborohydride (2.41 g, 11.38 mmol), acetic acid (0.41 mL, 7.11 mmol) and 1,2-dichloroethane (32 mL). 1H NMR δ4.36 (d, 2H, 5.8 Hz), 4.73 (br.s, 1H), 6.46 (d, 1H, 8.5 Hz), 7.03 (dd, 1H, 8.7, 2.2 Hz), 7.22-7.34 (m, 5H). Used the same procedure as above for generating the acid chloride and the subsequent condensation pr... Starting materials: CN(C(=O)c1cc2c(s1)-c1ccccc1OCC2)c1ccc(C(=O)O)cc1Cl, CC(O)CN. Product: CC(O)CNC(=O)c1ccc(N(C)C(=O)c2cc3c(s2)-c2ccccc2OCC3)c(Cl)c1. RXN SMILES: [Cl:1][c:2]1[cH:3][c:4]([C:5](=[O:6])[OH:7])[cH:8][cH:9][c:10]1[N:11]([C:12](=[O:13])[c:14]1[cH:15][c:16]2[c:17]([s:27]1)-[c:18]1[c:19]([cH:23][cH:24][cH:25][cH:26]1)[O:20][CH2:21][CH2:22]2)[CH3:28].[NH2:29][CH2:30][CH:31]([CH3:32])[OH:33]>>[Cl:1][c:2]1[cH:3][c:4]([C:5](=[O:6])[NH:29][CH2:30][CH:31]([CH3:32])[OH:33])[cH:8][cH:9][c:10]1[N:11]([C:12](=[O:13])[c:14]1[cH:15][c:16]2[c:17]([s:27]1)-[c:18]1[c:19]([cH:23][cH:24][cH:25][cH:26]1)[O:20][CH2:21][CH2:22]2)[CH3:28].